Task: describe an organic reaction: reactants, conditions, products, and yield. Dataset: the Open Reaction Database (ORD), a public repository of structured organic reaction records Reactants: NC1=NC=2C=C(C=CC2C2=C1N=C(N2CC(C)(C)O)COC)CCC(=O)O (3-[4-Amino-1-(2-hydroxy-2-methylpropyl)-2-(methoxymethyl)-1H-imidazo[4,5-c]quinolin-7-yl]propanoic acid), N1CCOCC1 (Morpholine), ON1N=NC2=C1C=CC=C2 (1-hydroxybenzotriazole), CN(CCCN=C=NCC)C (1-(3-Dimethylaminopropyl)-3-ethylcarbodiimide). Run in N1=CC=CC=C1 (pyridine). Run at time 30 minute. Yields the product NC1=NC=2C=C(C=CC2C2=C1N=C(N2CC(C)(O)C)COC)CCC(=O)N2CCOCC2 (3-[4-amino-2-(methoxymethyl)-7-(3-morpholin-4-yl-3-oxopropyl)-1H-imidazo[4,5-c]quinolin-1-yl]-2-methylpropan-2-ol). Isolated yield 62.7%. Reaction SMILES: [NH2:1][C:2]1[C:11]2[N:12]=[C:13]([CH2:20][O:21][CH3:22])[N:14]([CH2:15][C:16]([OH:19])([CH3:18])[CH3:17])[C:10]=2[C:9]2[CH:8]=[CH:7][C:6]([CH2:23][CH2:24][C:25]([OH:27])=O)=[CH:5][C:4]=2[N:3]=1.ON1C2C=CC=CC=2N=N1.CN(C)CCCN=C=NCC.[NH:49]1[CH2:54][CH2:53][O:52][CH2:51][CH2:50]1>N1C=CC=CC=1>[NH2:1][C:2]1[C:11]2[N:12]=[C:13]([CH2:20][O:21][CH3:22])[N:14]([CH2:15][C:16]([CH3:18])([OH:19])[CH3:17])[C:10]=2[C:9]2[CH:8]=[CH:7][C:6]([CH2:23][CH2:24][C:25]([N:49]3[CH2:54][CH2:53][O:52][CH2:51][CH2:50]3)=[O:27])=[CH:5][C:4]=2[N:3]=1. Reported procedure: 3-[4-Amino-1-(2-hydroxy-2-methylpropyl)-2-(methoxymethyl)-1H-imidazo[4,5-c]quinolin-7-yl]propanoic acid (1.25 g, 3.30 mmol), anhydrous pyridine (75 mL) and 1-hydroxybenzotriazole (892 mg, 6.60 mmol) were combined and the reaction was stirred for 30 minutes. 1-(3-Dimethylaminopropyl)-3-ethylcarbodiimide (1.27 g, 6.60 mmol) was added and the reaction mixture was stirred for an additional 15 minutes. Morpholine (581 mg, 6.60 mmol) was added in one portion. After stirring for 18 hours the solution w... Reactants: FC1=CC=C(OC2CN(C2)C(=O)N2CCNCC2)C=C1 (1-[3-(4-fluorophenoxy)-1-azetidinylcarbonyl]piperazine), C([O-])([O-])=O.[K+].[K+] (potassium carbonate), ClC(=O)OCC (ethyl chloroformate). The solvent is O (water), O1CCCC1 (tetrahydrofuran). Reaction conditions: time 15 minute. Product: C(C)OC(=O)N1CCN(CC1)C(=O)N1CC(C1)OC1=CC=C(C=C1)F (4-[3-(4-Fluorophenoxy)-1-azetidinylcarbonyl]-1-piperazinecarboxylic acid ethyl ester). Yield: 71.1%. As a reaction SMILES: [F:1][C:2]1[CH:20]=[CH:19][C:5]([O:6][CH:7]2[CH2:10][N:9]([C:11]([N:13]3[CH2:18][CH2:17][NH:16][CH2:15][CH2:14]3)=[O:12])[CH2:8]2)=[CH:4][CH:3]=1.C(=O)([O-])[O-].[K+].[K+].Cl[C:28]([O:30][CH2:31][CH3:32])=[O:29]>O1CCCC1.O>[CH2:31]([O:30][C:28]([N:16]1[CH2:17][CH2:18][N:13]([C:11]([N:9]2[CH2:8][CH:7]([O:6][C:5]3[CH:19]=[CH:20][C:2]([F:1])=[CH:3][CH:4]=3)[CH2:10]2)=[O:12])[CH2:14][CH2:15]1)=[O:29])[CH3:32] |f:1.2.3|. Procedure: A stirred mixture of 2.8 g (0.01 mole) of 1-[3-(4-fluorophenoxy)-1-azetidinylcarbonyl]piperazine and 1.4 g (0.01 mole) of potassium carbonate in 20 ml of tetrahydrofuran was treated with 1.1 g (0.01 mole) of ethyl chloroformate. After stirring for 15 minutes, a small piece of ice was added and stirring continued for 72 hr. The reaction mixture was diluted with water and the oil which separated solidified on standing. The solid residue was purified by column chromatography (silica gel; washed wit... The reactants are COCC12C=CC(COC)(CC(OS(=O)(=O)C(F)(F)F)=C1)O2, CC1(C)OB(c2ccc(N)cc2)OC1(C)C, CCOC(C)=O, ClCCl. Yields the product COCC12C=CC(COC)(CC(c3ccc(N)cc3)=C1)O2. RXN SMILES: [CH3:1][O:2][CH2:3][C:4]12[CH:5]=[C:6]([O:15][S:16]([C:17]([F:18])([F:19])[F:20])(=[O:21])=[O:22])[CH2:7][C:8]([CH2:12][O:13][CH3:14])([CH:9]=[CH:10]1)[O:11]2.[CH3:23][C:24]1([CH3:25])[C:26]([CH3:27])([CH3:28])[O:29][B:30]([c:31]2[cH:32][cH:33][c:34]([NH2:37])[cH:35][cH:36]2)[O:38]1.[CH3:39][CH2:40][O:41][C:42]([CH3:43])=[O:44].[Cl:45][CH2:46][Cl:47]>>[CH3:1][O:2][CH2:3][C:4]12[CH:5]=[C:6]([c:31]3[cH:32][cH:33][c:34]([NH2:37])[cH:35][cH:36]3)[CH2:7][C:8]([CH2:12][O:13][CH3:14])([CH:9]=[CH:10]1)[O:11]2. The reactants are OC1CCN(CC1)C1CCN(CC1)C(=O)NC1=NC=CC(=C1)OC1=CC=C(C=C1)[N+](=O)[O-] (2-{[4-(4-Hydroxypiperidin-1-yl)piperidin-1-yl]carbonylamino}-4-(4-nitrophenoxy)pyridine). Reagents/catalysts: [OH-].[Pd+2].[OH-].[C] (palladium hydroxide carbon). Solvent: O1CCCC1 (tetrahydrofuran). Reaction conditions: time 8 hour. Yields the product NC1=CC=C(OC2=CC(=NC=C2)NC(=O)N2CCC(CC2)N2CCC(CC2)O)C=C1 (4-(4-Aminophenoxy)-2-{[4-(4-hydroxypiperidin-1-yl)piperidin-1-yl]carbonylamino}pyridine). Isolated yield 94.5%. As a reaction SMILES: [OH:1][CH:2]1[CH2:7][CH2:6][N:5]([CH:8]2[CH2:13][CH2:12][N:11]([C:14]([NH:16][C:17]3[CH:22]=[C:21]([O:23][C:24]4[CH:29]=[CH:28][C:27]([N+:30]([O-])=O)=[CH:26][CH:25]=4)[CH:20]=[CH:19][N:18]=3)=[O:15])[CH2:10][CH2:9]2)[CH2:4][CH2:3]1>O1CCCC1.[OH-].[Pd+2].[OH-].[C]>[NH2:30][C:27]1[CH:26]=[CH:25][C:24]([O:23][C:21]2[CH:20]=[CH:19][N:18]=[C:17]([NH:16][C:14]([N:11]3[CH2:12][CH2:13][CH:8]([N:5]4[CH2:4][CH2:3][CH:2]([OH:1])[CH2:7][CH2:6]4)[CH2:9][CH2:10]3)=[O:15])[CH:22]=2)=[CH:29][CH:28]=1 |f:2.3.4.5|. Procedure: 2-{[4-(4-Hydroxypiperidin-1-yl)piperidin-1-yl]carbonylamino}-4-(4-nitrophenoxy)pyridine (243 mg) was dissolved in tetrahydrofuran (25 ml). After then adding 20% palladium hydroxide-carbon (140 mg), the mixture was stirred overnight under a hydrogen atmosphere. The catalyst was filtered and washed with tetrahydrofuran. The filtrate and the washings were then combined and concentrated under reduced pressure, and the resultant residue was dried under reduced pressure to provide the title compound (...